This data is from the Open Reaction Database (ORD), a public repository of structured organic reaction records. The task is: describe an organic reaction: reactants, conditions, products, and yield Starting materials: CC(C)(C)c1ccc(C=O)cc1, CCOC(=O)CP(=O)(OCC)OCC, CC#N, CCN(C(C)C)C(C)C, ClCCl. The product is CCOC(=O)C=Cc1ccc(C(C)(C)C)cc1. Reaction SMILES: [C:1]([CH3:2])([CH3:3])([CH3:4])[c:5]1[cH:6][cH:7][c:8]([CH:9]=[O:10])[cH:11][cH:12]1.[CH3:22][CH2:23][O:24][C:25](=[O:26])[CH2:27][P:28]([O:29][CH2:30][CH3:31])([O:32][CH2:33][CH3:34])=[O:35].[CH3:36][C:37]#[N:38].[CH:13]([N:14]([CH:15]([CH3:16])[CH3:17])[CH2:18][CH3:19])([CH3:20])[CH3:21].[Cl:39][CH2:40][Cl:41]>>[C:1]([CH3:2])([CH3:3])([CH3:4])[c:5]1[cH:6][cH:7][c:8]([CH:9]=[CH:27][C:25]([O:24][CH2:23][CH3:22])=[O:26])[cH:11][cH:12]1. Yields the product C[Si](C)(C)OC(=O)C1CC(O[Si](C)(C)C)CN1C(=O)CCl. Reaction SMILES: [CH3:1][Si:2]([N:3]1[CH:4]([C:13](=[O:14])[O:15][Si:16]([CH3:17])([CH3:18])[CH3:19])[CH2:5][CH:6]([O:8][Si:9]([CH3:10])([CH3:11])[CH3:12])[CH2:7]1)([CH3:20])[CH3:21].[Cl:22][CH2:23][C:24](=[O:25])[F:26].[Cl:27][CH2:28][Cl:29]>>[N:3]1([C:24]([CH2:23][Cl:22])=[O:25])[CH:4]([C:13](=[O:14])[O:15][Si:16]([CH3:17])([CH3:18])[CH3:19])[CH2:5][CH:6]([O:8][Si:9]([CH3:10])([CH3:11])[CH3:12])[CH2:7]1. Starting materials: C[Si](C)(C)OC(=O)C1CC(O[Si](C)(C)C)CN1[Si](C)(C)C, O=C(F)CCl, ClCCl. Starting materials: COC(=N)NC(=O)OCc1ccccc1, Cc1ccccc1, OCC1CCNC1. The product is N=C(NC(=O)OCc1ccccc1)N1CCC(CO)C1. As a reaction SMILES: [CH2:8]([c:9]1[cH:10][cH:11][cH:12][cH:13][cH:14]1)[O:15][C:16](=[O:17])[NH:18][C:19]([O:20][CH3:21])=[NH:22].[CH3:23][c:24]1[cH:25][cH:26][cH:27][cH:28][cH:29]1.[OH:1][CH2:2][CH:3]1[CH2:4][NH:5][CH2:6][CH2:7]1>>[OH:1][CH2:2][CH:3]1[CH2:4][N:5]([C:19]([NH:18][C:16]([O:15][CH2:8][c:9]2[cH:10][cH:11][cH:12][cH:13][cH:14]2)=[O:17])=[NH:22])[CH2:6][CH2:7]1. Reactants: BrCC1CCCCO1, BrCc1nc2ccccc2s1, O=C1Nc2ccccc2C12COc1cc3c(cc12)OCCO3. Yields the product O=C1N(Cc2nc3ccccc3s2)c2ccccc2C12COc1cc3c(cc12)OCCO3. Reaction SMILES: [Br:12][CH2:13][CH:14]1[CH2:15][CH2:16][CH2:17][CH2:18][O:19]1.[Br:1][CH2:2][c:3]1[s:4][c:5]2[c:6]([n:7]1)[cH:8][cH:9][cH:10][cH:11]2.[NH:20]1[C:21](=[O:41])[C:22]2([CH2:23][O:24][c:25]3[cH:26][c:27]4[c:28]([cH:33][c:34]32)[O:29][CH2:30][CH2:31][O:32]4)[c:35]2[cH:36][cH:37][cH:38][cH:39][c:40]21>>[CH2:2]([c:3]1[s:4][c:5]2[c:6]([n:7]1)[cH:8][cH:9][cH:10][cH:11]2)[N:20]1[C:21](=[O:41])[C:22]2([CH2:23][O:24][c:25]3[cH:26][c:27]4[c:28]([cH:33][c:34]32)[O:29][CH2:30][CH2:31][O:32]4)[c:35]2[cH:36][cH:37][cH:38][cH:39][c:40]21. The reactants are OC(C)C=1OC=CC1Br (2-(1-hydroxyethyl)-3-bromo-furan), BrBr (bromine), O (water), Cl (HCl). Solvent: CO (methanol). Reaction conditions: temperature 96 celsius. Product: CC1=C(C(=O)C=CO1)O (maltol). Reaction SMILES: [OH:1][CH:2]([C:4]1[O:5][CH:6]=[CH:7][C:8]=1Br)[CH3:3].BrBr.Cl.[OH2:13]>CO>[CH3:8][C:4]1[O:5][CH:6]=[CH:7][C:3](=[O:13])[C:2]=1[OH:1]. Procedure: To a sample of 2-(1-hydroxyethyl)-3-bromo-furan (0.54 g, 2.8 mmoles) in 15 ml water and 15 ml methanol at 0° C. was added 0.24 g (3.0 mmoles) of bromine. After allowing the reaction to come to room temperature, the reaction was treated with 3 ml of conc. HCl and heated to 96° C. for 2 hours, removing much of the methanol. After cooling, maltol was isolated by the method of Example 1. Starting materials: CC1N2C(=NN(C1=O)COCC[Si](C)(C)C)COC1=C2C=C(C(=C1)C(F)(F)F)C1CCN(CC1)C(=O)OC(C)(C)C (tert-butyl 4-(1-methyl-2-oxo-8-(trifluoromethyl)-3-((2-(trimethylsilyl)ethoxy)methyl)-1,2,3,5-tetrahydrobenzo[5,6][1,4]oxazino[3,4-c][1,2,4]triazin-9-yl)piperidine-1-carboxylate), CCCC[N+](CCCC)(CCCC)CCCC.[F-] (TBAF). Run in C1CCOC1 (THF), C1CCOC1 (THF). Product: CC1N2C(=NNC1=O)COC1=C2C=C(C(=C1)C(F)(F)F)C1CCN(CC1)C(=O)OC(C)(C)C (tert-butyl 4-(1-methyl-2-oxo-8-(trifluoromethyl)-1,2,3,5-tetrahydrobenzo[5,6][1,4]oxazino[3,4-c][1,2,4]triazin-9-yl)piperidine-1-carboxylate). The yield is 73.0%. Reaction SMILES: [CH3:1][CH:2]1[C:7](=[O:8])[N:6](COCC[Si](C)(C)C)[N:5]=[C:4]2[CH2:17][O:18][C:19]3[CH:24]=[C:23]([C:25]([F:28])([F:27])[F:26])[C:22]([CH:29]4[CH2:34][CH2:33][N:32]([C:35]([O:37][C:38]([CH3:41])([CH3:40])[CH3:39])=[O:36])[CH2:31][CH2:30]4)=[CH:21][C:20]=3[N:3]12.CCCC[N+](CCCC)(CCCC)CCCC.[F-]>C1COCC1>[CH3:1][CH:2]1[C:7](=[O:8])[NH:6][N:5]=[C:4]2[CH2:17][O:18][C:19]3[CH:24]=[C:23]([C:25]([F:26])([F:28])[F:27])[C:22]([CH:29]4[CH2:34][CH2:33][N:32]([C:35]([O:37][C:38]([CH3:39])([CH3:41])[CH3:40])=[O:36])[CH2:31][CH2:30]4)=[CH:21][C:20]=3[N:3]12 |f:1.2|. Procedure: To a solution of tert-butyl 4-(1-methyl-2-oxo-8-(trifluoromethyl)-3-((2-(trimethylsilyl)ethoxy)methyl)-1,2,3,5-tetrahydrobenzo[5,6][1,4]oxazino[3,4-c][1,2,4]triazin-9-yl)piperidine-1-carboxylate (0.07 g, 0.117 mmol) in THF (2 mL) was added a solution of TBAF in THF (1M, 0.58 mL, 0.585 mmol) and the reaction mixture was heated at reflux for 24 h. The reaction mixture was cooled to rt and the solvent was removed in vacuo. The residue was purified by preparative HPLC (Table 3, Method 23) to give te...